This data is from the Open Reaction Database (ORD), a public repository of structured organic reaction records. The task is: describe an organic reaction: reactants, conditions, products, and yield Reactants: Cl (HCl), C(C)OC(C=C(C1=CC(=CC(=C1)OC)OC)C1=CC(=C(C=C1)OC)OC)=O (3-(3,4-Dimethoxyphenyl)-3-(3,5-dimethoxyphenyl)acrylic acid ethyl ester), [OH-].[K+] (potassium hydroxide), CO (methanol). Solvent: O (H2O). Product: COC=1C=C(C=CC1OC)C(=CC(=O)O)C1=CC(=CC(=C1)OC)OC (3-(3,4-dimethoxy-phenyl)-3-(3,5-dimethoxy-phenyl)-acrylic acid). The yield is 97.7%. RXN SMILES: C([O:3][C:4](=[O:27])[CH:5]=[C:6]([C:17]1[CH:22]=[CH:21][C:20]([O:23][CH3:24])=[C:19]([O:25][CH3:26])[CH:18]=1)[C:7]1[CH:12]=[C:11]([O:13][CH3:14])[CH:10]=[C:9]([O:15][CH3:16])[CH:8]=1)C.[OH-].[K+].CO.Cl>O>[CH3:26][O:25][C:19]1[CH:18]=[C:17]([C:6]([C:7]2[CH:8]=[C:9]([O:15][CH3:16])[CH:10]=[C:11]([O:13][CH3:14])[CH:12]=2)=[CH:5][C:4]([OH:27])=[O:3])[CH:22]=[CH:21][C:20]=1[O:23][CH3:24] |f:1.2|. Procedure details: 3-(3,4-Dimethoxyphenyl)-3-(3,5-dimethoxyphenyl)acrylic acid ethyl ester (0.76 g, 2.05 mmol), potassium hydroxide (5 N, 8.10 ml, 20.52 mmol), methanol (6 ml), and H2O (1.5 ml) were mixed and stirred at rt for a couple of hours. The methanol was evaporated in vacuo leaving a clear solution, which was extracted with ether (2×60 ml) to get rid of the impurities. The aqueous phase was acidified with conc. HCl to pH around 23 to form a white precipitation, which was extracted with CH2Cl2 (2×100 ml), d... Starting materials: [BH4-], C1CCOC1, CC(C)(C)OC(=O)NC(COS(C)(=O)=O)c1ccc(Cl)cc1, I, NC(C(=O)O)c1ccc(Cl)cc1, [Na+]. Yields the product CC(C)(C)OC(=O)NC(COS(C)(=O)=O)c1ccc(Cl)cc1, NC(CO)c1ccc(Cl)cc1. RXN SMILES: [BH4-:35].[CH2:38]1[O:39][CH2:40][CH2:41][CH2:42]1.[CH3:1][S:2](=[O:3])(=[O:4])[O:5][CH2:6][CH:7]([c:8]1[cH:9][cH:10][c:11]([Cl:14])[cH:12][cH:13]1)[NH:15][C:16](=[O:17])[O:18][C:19]([CH3:20])([CH3:21])[CH3:22].[I:37].[NH2:23][CH:24]([C:25](=[O:26])[OH:27])[c:28]1[cH:29][cH:30][c:31]([Cl:34])[cH:32][cH:33]1.[Na+:36]>>[CH3:1][S:2](=[O:3])(=[O:4])[O:5][CH2:6][CH:7]([c:8]1[cH:9][cH:10][c:11]([Cl:14])[cH:12][cH:13]1)[NH:15][C:16](=[O:17])[O:18][C:19]([CH3:20])([CH3:21])[CH3:22].[NH2:23][CH:24]([CH2:25][OH:26])[c:28]1[cH:29][cH:30][c:31]([Cl:34])[cH:32][cH:33]1. The reactants are OC1=CC2=C(C(C(CO2)(C)C2=CC=C(C=C2)O)CCCCCCCCCSCCN2CCCCC2)C=C1 ((3RS,4RS)-7-Hydroxy-3-(4-hydroxyphenyl)-3-methyl-4-[9-(2-piperidinoethylthio)nonyl]-2,3-dihydro-4H-benzopyran), CO (methanol), NaIO4. The solvent is O (water). Conditions: time 4 hour. Product: OC1=CC2=C(C(C(CO2)(C)C2=CC=C(C=C2)O)CCCCCCCCCS(=O)CCN2CCCCC2)C=C1 ((3RS,4RS)-7-hydroxy-3-(4-hydroxyphenyl)-3-methyl-4-[9-((2-piperidinoethyl)sulfinyl)nonyl]-2,3-dihydro-4H-benzopyran). Isolated yield 74.0%. RXN SMILES: [OH:1][C:2]1[CH:37]=[CH:36][C:5]2[CH:6]([CH2:18][CH2:19][CH2:20][CH2:21][CH2:22][CH2:23][CH2:24][CH2:25][CH2:26][S:27][CH2:28][CH2:29][N:30]3[CH2:35][CH2:34][CH2:33][CH2:32][CH2:31]3)[C:7]([C:11]3[CH:16]=[CH:15][C:14]([OH:17])=[CH:13][CH:12]=3)([CH3:10])[CH2:8][O:9][C:4]=2[CH:3]=1.C[OH:39]>O>[OH:1][C:2]1[CH:37]=[CH:36][C:5]2[CH:6]([CH2:18][CH2:19][CH2:20][CH2:21][CH2:22][CH2:23][CH2:24][CH2:25][CH2:26][S:27]([CH2:28][CH2:29][N:30]3[CH2:35][CH2:34][CH2:33][CH2:32][CH2:31]3)=[O:39])[C:7]([C:11]3[CH:12]=[CH:13][C:14]([OH:17])=[CH:15][CH:16]=3)([CH3:10])[CH2:8][O:9][C:4]=2[CH:3]=1. Reported procedure: (3RS,4RS)-7-Hydroxy-3-(4-hydroxyphenyl)-3-methyl-4-[9-(2-piperidinoethylthio)nonyl]-2,3-dihydro-4H-benzopyran (126 mg, 0.24 mmol) was dissolved in methanol (5 ml)and water (1.2 ml), and NaIO4 (62 mg, 0.29 mmol) was added thereto. The reaction was stirred for 4 hours at room temperature and then filtered. The filtrate was concentrated and the residue was purified with flash column chromatography (dichloromethane:ethanol=13:1→10:1) to obtain 96 mg (yield: 74%) of the title compound as a white foam... Reactants: [Al+3], C1CCOC1, CCNc1nc(SC)ncc1C=Nc1cc(OC)cc(OC)c1Cl, [H-], [H-], [H-], [H-], [Li+]. Yields the product CCNc1nc(SC)ncc1CNc1cc(OC)cc(OC)c1Cl. Reaction SMILES: [Al+3:26].[CH2:31]1[O:32][CH2:33][CH2:34][CH2:35]1.[Cl:1][c:2]1[c:3]([N:12]=[CH:13][c:14]2[c:15]([NH:22][CH2:23][CH3:24])[n:16][c:17]([S:20][CH3:21])[n:18][cH:19]2)[cH:4][c:5]([O:10][CH3:11])[cH:6][c:7]1[O:8][CH3:9].[H-:25].[H-:28].[H-:29].[H-:30].[Li+:27]>>[Cl:1][c:2]1[c:3]([NH:12][CH2:13][c:14]2[c:15]([NH:22][CH2:23][CH3:24])[n:16][c:17]([S:20][CH3:21])[n:18][cH:19]2)[cH:4][c:5]([O:10][CH3:11])[cH:6][c:7]1[O:8][CH3:9]. Solvent: CN(C=O)C (dimethylformamide). Reported procedure: using 1-(4-bromo-2-fluoro-5-hydroxyphenyl)-2-methoxy-4-trifluoromethyl-6(1H)-pyrimidinone and allyl bromide with sodium hydride in dimethylformamide there is obtained 1-(5-allyloxy-4-bromo-2-fluorophenyl)-2-methoxy-4-trifluoromethyl-6(1H)-pyrimidinone. m.p. 107°-110° C.; As a reaction SMILES: [Br:1][C:2]1[C:7]([OH:8])=[CH:6][C:5]([N:9]2[C:14](=[O:15])[CH:13]=[C:12]([C:16]([F:19])([F:18])[F:17])[N:11]=[C:10]2[O:20][CH3:21])=[C:4]([F:22])[CH:3]=1.[CH2:23](Br)[CH:24]=[CH2:25].[H-].[Na+]>CN(C)C=O>[CH2:25]([O:8][C:7]1[C:2]([Br:1])=[CH:3][C:4]([F:22])=[C:5]([N:9]2[C:14](=[O:15])[CH:13]=[C:12]([C:16]([F:18])([F:17])[F:19])[N:11]=[C:10]2[O:20][CH3:21])[CH:6]=1)[CH:24]=[CH2:23] |f:2.3|. Product: C(C=C)OC=1C(=CC(=C(C1)N1C(=NC(=CC1=O)C(F)(F)F)OC)F)Br (1-(5-allyloxy-4-bromo-2-fluorophenyl)-2-methoxy-4-trifluoromethyl-6(1H)-pyrimidinone). The reactants are BrC1=CC(=C(C=C1O)N1C(=NC(=CC1=O)C(F)(F)F)OC)F (1-(4-bromo-2-fluoro-5-hydroxyphenyl)-2-methoxy-4-trifluoromethyl-6(1H)-pyrimidinone), C(C=C)Br (allyl bromide), [H-].[Na+] (sodium hydride). Reactants: [Br-], O=C([O-])[O-], CCOC(=O)C(CC(C)C)c1cc(-c2ccc(C(F)(F)F)cc2)cc(C2CCCC(C(F)(F)F)N2)c1, CCCC[N+](CCCC)(CCCC)CCCC, COc1ccc(CBr)cc1, CCN(C(C)C)C(C)C, [Cs+], [Cs+], [I-]. As a reaction SMILES: [Br-:53].[C:47](=[O:48])([O-:49])[O-:50].[CH2:1]([CH3:2])[O:3][C:4]([CH:5]([CH2:6][CH:7]([CH3:8])[CH3:9])[c:10]1[cH:11][c:12](-[c:26]2[cH:27][cH:28][c:29]([C:32]([F:33])([F:34])[F:35])[cH:30][cH:31]2)[cH:13][c:14]([CH:16]2[NH:17][CH:18]([C:22]([F:23])([F:24])[F:25])[CH2:19][CH2:20][CH2:21]2)[cH:15]1)=[O:36].[CH2:55]([N+:56]([CH2:57][CH2:58][CH2:59][CH3:60])([CH2:61][CH2:62][CH2:63][CH3:64])[CH2:65][CH2:66][CH2:67][CH3:68])[CH2:69][CH2:70][CH3:71].[CH3:37][O:38][c:39]1[cH:40][cH:41][c:42]([CH2:43][Br:44])[cH:45][cH:46]1.[CH:72]([N:73]([CH2:74][CH3:75])[CH:76]([CH3:77])[CH3:78])([CH3:79])[CH3:80].[Cs+:51].[Cs+:52].[I-:54]>>[CH2:1]([CH3:2])[O:3][C:4]([CH:5]([CH2:6][CH:7]([CH3:8])[CH3:9])[c:10]1[cH:11][c:12](-[c:26]2[cH:27][cH:28][c:29]([C:32]([F:33])([F:34])[F:35])[cH:30][cH:31]2)[cH:13][c:14]([CH:16]2[N:17]([CH2:43][c:42]3[cH:41][cH:40][c:39]([O:38][CH3:37])[cH:46][cH:45]3)[CH:18]([C:22]([F:23])([F:24])[F:25])[CH2:19][CH2:20][CH2:21]2)[cH:15]1)=[O:36]. Product: CCOC(=O)C(CC(C)C)c1cc(-c2ccc(C(F)(F)F)cc2)cc(C2CCCC(C(F)(F)F)N2Cc2ccc(OC)cc2)c1.